From a dataset of the Open Reaction Database (ORD), a public repository of structured organic reaction records. describe an organic reaction: reactants, conditions, products, and yield RXN SMILES: [CH2:1]([CH2:2][c:3]1[cH:4][cH:5][cH:6][cH:7][cH:8]1)[NH2:9].[CH3:39][O:40][CH2:41][CH2:42][O:43][CH2:44][CH2:45][O:46][CH2:47][CH2:48][O:49][CH3:50].[S:10]([O:11][CH2:21][CH:22]1[CH2:23][O:24][CH2:25][CH:26]1[CH2:27][O:12][S:13]([c:14]1[cH:15][cH:16][c:17]([CH3:18])[cH:19][cH:20]1)(=[O:28])=[O:29])([c:30]1[cH:31][cH:32][c:33]([CH3:34])[cH:35][cH:36]1)(=[O:37])=[O:38]>>[CH2:1]([CH2:2][c:3]1[cH:4][cH:5][cH:6][cH:7][cH:8]1)[N:9]1[CH2:21][CH:22]2[CH2:23][O:24][CH2:25][CH:26]2[CH2:27]1. Product: c1ccc(CCN2CC3COCC3C2)cc1. Reactants: NCCc1ccccc1, COCCOCCOCCOC, Cc1ccc(S(=O)(=O)OCC2COCC2COS(=O)(=O)c2ccc(C)cc2)cc1. Reactants: O=Cc1cc(Br)ccc1O, O=C([O-])[O-], CCI, [K+], [K+], CN(C)C=O, O. Product: CCOc1ccc(Br)cc1C=O. Reaction SMILES: [Br:1][c:2]1[cH:3][cH:4][c:5]([OH:10])[c:6]([CH:7]=[O:8])[cH:9]1.[C:11](=[O:12])([O-:13])[O-:14].[I:17][CH2:18][CH3:19].[K+:15].[K+:16].[O:21]=[CH:22][N:23]([CH3:24])[CH3:25].[OH2:20]>>[Br:1][c:2]1[cH:3][cH:4][c:5]([O:10][CH2:18][CH3:19])[c:6]([CH:7]=[O:8])[cH:9]1. Reactants: CC(=O)C1CC(C(=O)O)C1(C)C, CCC(C)C(=O)OCC1CC(=C(C)C)C1(C)C, C[Mg+], [Cl-]. Yields the product CC(C)(O)C1CC(C(=O)O)C1(C)C. RXN SMILES: [C:18]([CH3:19])(=[O:20])[CH:21]1[C:22]([CH3:28])([CH3:29])[CH:23]([C:25](=[O:26])[OH:27])[CH2:24]1.[CH3:1][CH:2]([CH2:3][CH3:4])[C:5]([O:6][CH2:7][CH:8]1[CH2:9][C:10](=[C:11]([CH3:12])[CH3:13])[C:14]1([CH3:15])[CH3:16])=[O:17].[CH3:31][Mg+:32].[Cl-:30]>>[CH3:1][C:18]([CH3:19])([OH:20])[CH:21]1[C:22]([CH3:28])([CH3:29])[CH:23]([C:25](=[O:26])[OH:27])[CH2:24]1. Starting materials: OC1=CC=C(C=C1)CC(=O)O (4-hydroxyphenylacetic acid), CO (methanol), O=S(Cl)Cl (SOCl2). Run in C(C)(=O)OCC (ethyl acetate). The product is OC1=CC=C(C=C1)CC(=O)OC (methyl 4-hydroxyphenylacetate). As a reaction SMILES: [OH:1][C:2]1[CH:7]=[CH:6][C:5]([CH2:8][C:9]([OH:11])=[O:10])=[CH:4][CH:3]=1.[CH3:12]O.O=S(Cl)Cl>C(OCC)(=O)C>[OH:1][C:2]1[CH:3]=[CH:4][C:5]([CH2:8][C:9]([O:11][CH3:12])=[O:10])=[CH:6][CH:7]=1. Procedure details: A mixture of 4-hydroxyphenylacetic acid (9.12 g, 0.06 mol), methanol (50 mL) and SOCl2 (2 mL, 0.028 mol) was refluxed for 3 hours. The residue was cooled, diluted with ethyl acetate (20 mL), washed-first with aqueous 5% Na2CO3 solution and then twice with water (100 mL), then dried over anhydrous MgSO4, filtered and evaporated in vacuo to give methyl 4-hydroxyphenylacetate as an oil. Starting materials: COC1=CC(OC)=NN([N+]2(C)CCOCC2)N1, CN(C)C=O, [Cl-], O=C(O)Cn1cc(Nc2ncnc3cc(OCCCCl)ccc23)cn1, Nc1c(F)cccc1F, O. Product: O=C(Cn1cc(Nc2ncnc3cc(OCCCCl)ccc23)cn1)Nc1c(F)cccc1F. RXN SMILES: [CH3:2][O:3][C:4]1=[N:18][N:10]([N+:11]2([CH3:12])[CH2:13][CH2:14][O:15][CH2:16][CH2:17]2)[NH:9][C:6]([O:7][CH3:8])=[CH:5]1.[CH3:54][N:55]([CH3:56])[CH:57]=[O:58].[Cl-:1].[Cl:19][CH2:20][CH2:21][CH2:22][O:23][c:24]1[cH:25][cH:26][c:27]2[c:28]([NH:34][c:35]3[cH:36][n:37][n:38]([CH2:40][C:41](=[O:42])[OH:43])[cH:39]3)[n:29][cH:30][n:31][c:32]2[cH:33]1.[F:44][c:45]1[c:46]([NH2:47])[c:48]([F:52])[cH:49][cH:50][cH:51]1.[OH2:53]>>[Cl:19][CH2:20][CH2:21][CH2:22][O:23][c:24]1[cH:25][cH:26][c:27]2[c:28]([NH:34][c:35]3[cH:36][n:37][n:38]([CH2:40][C:41](=[O:42])[NH:47][c:46]4[c:45]([F:44])[cH:51][cH:50][cH:49][c:48]4[F:52])[cH:39]3)[n:29][cH:30][n:31][c:32]2[cH:33]1.